From a dataset of the Open Reaction Database (ORD), a public repository of structured organic reaction records. describe an organic reaction: reactants, conditions, products, and yield The reactants are CC(COC(N=C(C1=CC=C(C=C1)NC(C1=C(C(=CC(=C1)OC)OCCO)F)C1=NN(C(=N1)OCCl)C1=NC=CC=N1)N)=O)(C)C ([1-amino-1-[4-({(5-chloromethoxy-1-pyrimidin-2-yl-1H-[1,2,4]triazol-3-yl)-[2-fluoro-3-(2-hydroxyethoxy)-5-methoxyphenyl]methyl}amino)phenyl]methylidene]carbamic acid 2,2-dimethylpropyl ester), C(O)([O-])=O.[K+] (potassium hydrogen carbonate), [I-].[Na+] (sodium iodide), C1(CCCCC1)C(=O)O (cyclohexanecarboxylic acid), [Cl-].[NH4+] (ammonium chloride). Reaction conditions: temperature 45 celsius, time 8 hour. Yields the product NC(C1=CC=C(C=C1)NC(C=1N=C(N(N1)C1=NC=CC=N1)OCOC(=O)C1CCCCC1)C1=C(C(=CC(=C1)OC)OCCO)F)=NC(=O)OCC(C)(C)C (Cyclohexanecarboxylic acid 5-{(4-{amino[2,2-dimethylpropoxycarbonylimino]methyl}phenylamino)-[2-fluoro-3-(2-hydroxyethoxy)-5-methoxyphenyl]methyl}-2-pyrimidin-2-yl-2H-[1,2,4]triazol-3-yloxymethyl ester). Run in CN(C)C=O (DMF). As a reaction SMILES: [CH3:1][C:2]([CH3:46])([CH3:45])[CH2:3][O:4][C:5](=[O:44])[N:6]=[C:7]([NH2:43])[C:8]1[CH:13]=[CH:12][C:11]([NH:14][CH:15]([C:29]2[N:33]=[C:32]([O:34][CH2:35]Cl)[N:31]([C:37]3[N:42]=[CH:41][CH:40]=[CH:39][N:38]=3)[N:30]=2)[C:16]2[CH:21]=[C:20]([O:22][CH3:23])[CH:19]=[C:18]([O:24][CH2:25][CH2:26][OH:27])[C:17]=2[F:28])=[CH:10][CH:9]=1.C(=O)([O-])O.[K+].[I-].[Na+].[CH:54]1([C:60]([OH:62])=[O:61])[CH2:59][CH2:58][CH2:57][CH2:56][CH2:55]1.[Cl-].[NH4+]>CN(C=O)C>[NH2:43][C:7](=[N:6][C:5]([O:4][CH2:3][C:2]([CH3:46])([CH3:45])[CH3:1])=[O:44])[C:8]1[CH:13]=[CH:12][C:11]([NH:14][CH:15]([C:16]2[CH:21]=[C:20]([O:22][CH3:23])[CH:19]=[C:18]([O:24][CH2:25][CH2:26][OH:27])[C:17]=2[F:28])[C:29]2[N:33]=[C:32]([O:34][CH2:35][O:62][C:60]([CH:54]3[CH2:59][CH2:58][CH2:57][CH2:56][CH2:55]3)=[O:61])[N:31]([C:37]3[N:42]=[CH:41][CH:40]=[CH:39][N:38]=3)[N:30]=2)=[CH:10][CH:9]=1 |f:1.2,3.4,6.7|. Reported procedure: To a mixture of [1-amino-1-[4-({(5-chloromethoxy-1-pyrimidin-2-yl-1H-[1,2,4]triazol-3-yl)-[2-fluoro-3-(2-hydroxyethoxy)-5-methoxyphenyl]methyl}amino)phenyl]methylidene]carbamic acid 2,2-dimethylpropyl ester (Example 2b, 120 mg), potassium hydrogen carbonate (131 mg), and DMF (16 mL), sodium iodide (140 mg) and cyclohexanecarboxylic acid (163 mg) were added, and the resulting mixture was stirred at 45° C. overnight. After cooling the reaction mixture to room temperature, ice and saturated aqueous... Isolated yield 89.9%.